From a dataset of the Open Reaction Database (ORD), a public repository of structured organic reaction records. describe an organic reaction: reactants, conditions, products, and yield Starting materials: [Br-].C(=O)(OCC)NCC[N+]1=CC2=CC=C(C=C2C=C1)OCC (2-(2-carbethoxyaminoethyl)-6-ethoxyisoquinolinium bromide). Solvent: Br (hydrobromic acid). The product is Br.[Br-].NCC[N+]1=CC2=CC=C(C=C2C=C1)OCC (2-(2-Aminoethyl)-6-ethoxyisoquinolinium bromide hydrobromide). As a reaction SMILES: [Br-:1].C([NH:7][CH2:8][CH2:9][N+:10]1[CH:19]=[CH:18][C:17]2[C:12](=[CH:13][CH:14]=[C:15]([O:20][CH2:21][CH3:22])[CH:16]=2)[CH:11]=1)(OCC)=O>Br>[BrH:1].[Br-:1].[NH2:7][CH2:8][CH2:9][N+:10]1[CH:19]=[CH:18][C:17]2[C:12](=[CH:13][CH:14]=[C:15]([O:20][CH2:21][CH3:22])[CH:16]=2)[CH:11]=1 |f:0.1,3.4.5|. Reported procedure: 6-Ethoxyisoquinoline (0.5 g.) and ethyl (2-bromoethyl) carbamate (0.7 g.) in acetonitrile (20 ml) were heated under reflux for 50 hrs. The solvent was removed in vacuo and the residue triturated with ethyl acetate to give 2-(2-carbethoxyaminoethyl)-6-ethoxyisoquinolinium bromide (1.0 g.). The crude bromide was heated under reflux in 24% aqueous hydrobromic acid (16 ml) for 2 hrs. The solvent was removed in vacuo and the residue was crystallised from ethanol and had m.p. 238°-240° (dec.). Starting materials: [BH4-], CO, Cc1c(C)c(OCC(=O)N(C)C2CCN(CC(=O)c3ccccc3)CC2)c(C)c(C)c1N, [Na+]. Yields the product Cc1c(C)c(OCC(=O)N(C)C2CCN(CC(O)c3ccccc3)CC2)c(C)c(C)c1N. As a reaction SMILES: [BH4-:33].[CH3:35][OH:36].[NH2:1][c:2]1[c:3]([CH3:32])[c:4]([CH3:31])[c:5]([O:6][CH2:7][C:8](=[O:9])[N:10]([CH3:11])[CH:12]2[CH2:13][CH2:14][N:15]([CH2:18][C:19](=[O:20])[c:21]3[cH:22][cH:23][cH:24][cH:25][cH:26]3)[CH2:16][CH2:17]2)[c:27]([CH3:30])[c:28]1[CH3:29].[Na+:34]>>[NH2:1][c:2]1[c:3]([CH3:32])[c:4]([CH3:31])[c:5]([O:6][CH2:7][C:8](=[O:9])[N:10]([CH3:11])[CH:12]2[CH2:13][CH2:14][N:15]([CH2:18][CH:19]([OH:20])[c:21]3[cH:22][cH:23][cH:24][cH:25][cH:26]3)[CH2:16][CH2:17]2)[c:27]([CH3:30])[c:28]1[CH3:29].